From a dataset of the Open Reaction Database (ORD), a public repository of structured organic reaction records. describe an organic reaction: reactants, conditions, products, and yield Reactants: CI, Cc1ccc([N+](=O)[O-])cc1C(C)O, CCCC[N+](CCCC)(CCCC)CCCC, [Cl-], [Na+], [OH-], O, c1ccccc1. Yields the product COC(C)c1cc([N+](=O)[O-])ccc1C. Reaction SMILES: [CH3:14][I:15].[CH3:1][c:2]1[c:3]([CH:11]([CH3:12])[OH:13])[cH:4][c:5]([N+:8](=[O:9])[O-:10])[cH:6][cH:7]1.[CH3:26][CH2:27][CH2:28][CH2:29][N+:30]([CH2:31][CH2:32][CH2:33][CH3:34])([CH2:35][CH2:36][CH2:37][CH3:38])[CH2:39][CH2:40][CH2:41][CH3:42].[Cl-:25].[Na+:24].[OH-:23].[OH2:16].[cH:17]1[cH:18][cH:19][cH:20][cH:21][cH:22]1>>[CH3:1][c:2]1[c:3]([CH:11]([CH3:12])[O:13][CH3:14])[cH:4][c:5]([N+:8](=[O:9])[O-:10])[cH:6][cH:7]1.